Dataset: the Open Reaction Database (ORD), a public repository of structured organic reaction records. Task: describe an organic reaction: reactants, conditions, products, and yield Reaction SMILES: [C:15]([n:16]1[cH:17][cH:18][n:19][cH:20]1)([n:21]1[cH:22][cH:23][n:24][cH:25]1)=[O:26].[C:1](=[O:2])([OH:3])[c:4]1[n:5][c:6](-[c:9]2[cH:10][cH:11][cH:12][cH:13][cH:14]2)[s:7][cH:8]1.[CH3:48][N:49]([CH3:50])[CH:51]=[O:52].[NH2:30][CH:31]1[CH2:32][c:33]2[c:34]([N:41]3[CH2:42][CH2:43][N:44]([CH3:47])[CH2:45][CH2:46]3)[cH:35][cH:36][cH:37][c:38]2[CH2:39][CH2:40]1.[O:27]=[C:28]=[O:29]>>[C:1](=[O:3])([c:4]1[n:5][c:6](-[c:9]2[cH:10][cH:11][cH:12][cH:13][cH:14]2)[s:7][cH:8]1)[NH:30][CH:31]1[CH2:32][c:33]2[c:34]([N:41]3[CH2:42][CH2:43][N:44]([CH3:47])[CH2:45][CH2:46]3)[cH:35][cH:36][cH:37][c:38]2[CH2:39][CH2:40]1. Starting materials: O=C(n1ccnc1)n1ccnc1, O=C(O)c1csc(-c2ccccc2)n1, CN(C)C=O, CN1CCN(c2cccc3c2CC(N)CC3)CC1, O=C=O. Yields the product CN1CCN(c2cccc3c2CC(NC(=O)c2csc(-c4ccccc4)n2)CC3)CC1. Reactants: C(C)(C)N(CC)C(C)C (IPEA), Cl.C(C)N=C=NCCCN(C)C (1-ethyl-3-(dimethylaminopropyl)carbodiimide hydrochloride), COC=1C=C(C(=O)O)C=CC1N1C=NC(=C1)C (3-methoxy-4-(4-methylimidazol-1-yl)benzoic acid), C(NN)(=O)OCC1=CC=CC=C1 (benzyl carbazate), C=1C=CC2=C(C1)N=NN2O (HOBT), ice water, C([O-])(O)=O.[Na+] (sodium bicarbonate). Solvent: CN(C)C=O (DMF), C(C)(=O)OCC (Ethyl acetate). Conditions: time 8 hour. Product: COC=1C=C(C(=O)NNC(=O)OCC2=CC=CC=C2)C=CC1N1C=NC(=C1)C (benzyl N′-[3-methoxy-4-(4-methylimidazol-1-yl)benzoyl]hydrazinecarboxylate). Reaction SMILES: C(N(C(C)C)CC)(C)C.Cl.C(N=C=NCCCN(C)C)C.[CH3:22][O:23][C:24]1[CH:25]=[C:26]([CH:30]=[CH:31][C:32]=1[N:33]1[CH:37]=[C:36]([CH3:38])[N:35]=[CH:34]1)[C:27]([OH:29])=O.[C:39]([O:43][CH2:44][C:45]1[CH:50]=[CH:49][CH:48]=[CH:47][CH:46]=1)(=[O:42])[NH:40][NH2:41].C1C=CC2N(O)N=NC=2C=1.C(=O)(O)[O-].[Na+]>CN(C=O)C.C(OCC)(=O)C>[CH3:22][O:23][C:24]1[CH:25]=[C:26]([CH:30]=[CH:31][C:32]=1[N:33]1[CH:37]=[C:36]([CH3:38])[N:35]=[CH:34]1)[C:27]([NH:41][NH:40][C:39]([O:43][CH2:44][C:45]1[CH:50]=[CH:49][CH:48]=[CH:47][CH:46]=1)=[O:42])=[O:29] |f:1.2,6.7|. Procedure: IPEA (1.05 mL) and 1-ethyl-3-(dimethylaminopropyl)carbodiimide hydrochloride (1.16 g) were sequentially added to a solution of 3-methoxy-4-(4-methylimidazol-1-yl)benzoic acid (CAS#937026-26-1, 933 mg), benzyl carbazate (737 mg) and HOBT (817 mg) in DMF (15 mL), and the mixture was stirred at room temperature overnight. Ethyl acetate, ice water and a saturated sodium bicarbonate solution were added to the reaction solution, and the organic layer was separated. The resulting organic layer was sequ... Reactants: C(C#C)O (propargyl alcohol), BrC=1C=C(C(=O)OC)C=C(C1C(=O)OC)Br (dimethyl 3,5-dibromoterephthalate). Reagents/catalysts: C=1C=CC(=CC1)[P](C=2C=CC=CC2)(C=3C=CC=CC3)[Pd]([P](C=4C=CC=CC4)(C=5C=CC=CC5)C=6C=CC=CC6)([P](C=7C=CC=CC7)(C=8C=CC=CC8)C=9C=CC=CC9)[P](C=1C=CC=CC1)(C=1C=CC=CC1)C=1C=CC=CC1 (Pd(Ph3P)4). Run in C(C)N(CC)CC (triethylamine). Conditions: time 10 minute. Product: OCC#CC=1C=C(C(=O)OC)C=C(C1C(=O)OC)C#CCO (Dimethyl 3,5-bis-(3-hydroxyprop-1-ynyl)terephthalate). Yield: 81.3%. As a reaction SMILES: [CH2:1]([OH:4])[C:2]#[CH:3].Br[C:6]1[CH:7]=[C:8]([CH:13]=[C:14](Br)[C:15]=1[C:16]([O:18][CH3:19])=[O:17])[C:9]([O:11][CH3:12])=[O:10]>C(N(CC)CC)C.C1C=CC([P]([Pd]([P](C2C=CC=CC=2)(C2C=CC=CC=2)C2C=CC=CC=2)([P](C2C=CC=CC=2)(C2C=CC=CC=2)C2C=CC=CC=2)[P](C2C=CC=CC=2)(C2C=CC=CC=2)C2C=CC=CC=2)(C2C=CC=CC=2)C2C=CC=CC=2)=CC=1>[OH:4][CH2:1][C:2]#[C:3][C:6]1[CH:7]=[C:8]([CH:13]=[C:14]([C:3]#[C:2][CH2:1][OH:4])[C:15]=1[C:16]([O:18][CH3:19])=[O:17])[C:9]([O:11][CH3:12])=[O:10] |^1:31,33,52,71|. Procedure: Pd(Ph3P)4 (0.27 g), CuBrSMe2 (0.11 g) and propargyl alcohol (0.72 g, 12.9 mmol) are added successively to a solution of dimethyl 3,5-dibromoterephthalate (Al 15, 2.0 g, 5.7 mmol) in triethylamine (40 ml), and the mixture is stirred at RT for 10 min and then under reflux at 80° C. for 3.5 h. After cooling, the reaction mixture is filtered off with suction through kieselguhr and washed with ethyl acetate (20 ml). The organic phase is concentrated under reduced pressure. Further purification is car...